Dataset: the Open Reaction Database (ORD), a public repository of structured organic reaction records. Task: describe an organic reaction: reactants, conditions, products, and yield Reactants: C1CCOC1, CCCC[N+](CCCC)(CCCC)CCCC, CCOC(C)=O, CS(=O)(=O)n1c(C2CCCCC2)cc2cc([N+](=O)[O-])ccc21, [F-], O. Yields the product O=[N+]([O-])c1ccc2[nH]c(C3CCCCC3)cc2c1. RXN SMILES: [CH2:48]1[O:49][CH2:50][CH2:51][CH2:52]1.[CH3:24][CH2:25][CH2:26][CH2:27][N+:28]([CH2:29][CH2:30][CH2:31][CH3:32])([CH2:33][CH2:34][CH2:35][CH3:36])[CH2:37][CH2:38][CH2:39][CH3:40].[CH3:42][CH2:43][O:44][C:45]([CH3:46])=[O:47].[CH:1]1([c:7]2[n:8]([S:19]([CH3:20])(=[O:21])=[O:22])[c:9]3[cH:10][cH:11][c:12]([N+:16](=[O:17])[O-:18])[cH:13][c:14]3[cH:15]2)[CH2:2][CH2:3][CH2:4][CH2:5][CH2:6]1.[F-:23].[OH2:41]>>[CH:1]1([c:7]2[nH:8][c:9]3[cH:10][cH:11][c:12]([N+:16](=[O:17])[O-:18])[cH:13][c:14]3[cH:15]2)[CH2:2][CH2:3][CH2:4][CH2:5][CH2:6]1.